This data is from the Open Reaction Database (ORD), a public repository of structured organic reaction records. The task is: describe an organic reaction: reactants, conditions, products, and yield Reactants: OC(=O)CCCC[C@@H]1SC[C@@H]2NC(=O)N[C@H]12 (biotin), ICCCO (3-iodo-1-propanol), CC=1C=CC(=CC1)S(=O)(=O)O (TsOH). Run in C1(=CC=CC=C1)C (PhMe). Run at time 3 day. The product is ICCCOC(CCCCC1SCC2C1NC(N2)=O)=O (5-(2-Oxohexahydrothieno[3,4-d]imidazol-6-yl)-pentanoic Acid 3-Iodopropyl Ester). Yield: 36.4%. Reaction SMILES: [OH:1][C:2]([CH2:4][CH2:5][CH2:6][CH2:7][C@H:8]1[C@@H:16]2[C@@H:11]([NH:12][C:13]([NH:15]2)=[O:14])[CH2:10][S:9]1)=[O:3].[I:17][CH2:18][CH2:19][CH2:20]O.CC1C=CC(S(O)(=O)=O)=CC=1>C1(C)C=CC=CC=1>[I:17][CH2:18][CH2:19][CH2:20][O:3][C:2](=[O:1])[CH2:4][CH2:5][CH2:6][CH2:7][CH:8]1[CH:16]2[NH:15][C:13](=[O:14])[NH:12][CH:11]2[CH2:10][S:9]1. Procedure: A solution of biotin (125 mg, 0.5 mmol), 3-iodo-1-propanol (150 μL, 1.6 mmol) and TsOH (10 mg, 0.05 mmol) in PhMe (50 mL)) was heated under reflux and Ar for 3 d in a Dean-Stark apparatus. After cooling down to ambient temperature, the mixture was filtered and the solvent distilled off under reduced pressure. The residue was dissolved in CH2Cl2 (30 mL) and washed with H2O (5 mL). The organic phase was dried (MgSO4) and concentrated under reduced pressure to yield 4 (75 mg, 36%) as a white solid.... The reactants are C[SiH](C)OC(c1ccc(Br)cc1)C(C)(C)C, C1CCOC1, [Li]CCCC, O=Cc1cccnc1. The product is C[SiH](C)OC(c1ccc(C(O)c2cccnc2)cc1)C(C)(C)C. Reaction SMILES: [C:1]([CH3:2])([CH3:3])([CH3:4])[CH:5]([c:6]1[cH:7][cH:8][c:9]([Br:12])[cH:10][cH:11]1)[O:13][SiH:14]([CH3:15])[CH3:16].[CH2:30]1[O:31][CH2:32][CH2:33][CH2:34]1.[CH3:17][CH2:18][CH2:19][CH2:20][Li:21].[n:22]1[cH:23][c:24]([CH:28]=[O:29])[cH:25][cH:26][cH:27]1>>[C:1]([CH3:2])([CH3:3])([CH3:4])[CH:5]([c:6]1[cH:7][cH:8][c:9]([CH:28]([c:24]2[cH:23][n:22][cH:27][cH:26][cH:25]2)[OH:29])[cH:10][cH:11]1)[O:13][SiH:14]([CH3:15])[CH3:16]. Reactants: ClC1=NC=CC(=C1)C(C)=O (1-(2-Chloro-4-pyridyl)ethanone), N1CCNCC1 (piperazine). Solvent: N1=CC=CC=C1 (pyridine). Yields the product N1(CCNCC1)C1=NC=CC(=C1)C(C)=O (1-(2-piperazin-1-yl-4-pyridyl)ethanone). The yield is 21.0%. As a reaction SMILES: Cl[C:2]1[CH:7]=[C:6]([C:8](=[O:10])[CH3:9])[CH:5]=[CH:4][N:3]=1.[NH:11]1[CH2:16][CH2:15][NH:14][CH2:13][CH2:12]1>N1C=CC=CC=1>[N:11]1([C:2]2[CH:7]=[C:6]([C:8](=[O:10])[CH3:9])[CH:5]=[CH:4][N:3]=2)[CH2:16][CH2:15][NH:14][CH2:13][CH2:12]1. Procedure: 1-(2-Chloro-4-pyridyl)ethanone (156 mg, 1 mmol), piperazine (861 mg, 10 mmol) and pyridine (5 ml) were placed in a Radley vial and heated at reflux overnight. The mixture was concentrated under reduced pressure to dryness, the residue was mixed with toluene and evaporated under reduced pressure to remove excess of piperazine. The last step was repeated several times. The residue was purified by preparative HPLC (Waters XBridge, gradient of water containing 0.1% NH3 and acetonitrile) to yield 51 ...